From a dataset of the Open Reaction Database (ORD), a public repository of structured organic reaction records. describe an organic reaction: reactants, conditions, products, and yield Reactants: ClC1=NC=CC(=N1)C1=C(N=C(S1)C(C)C)C=1C=CC(=C(C1)NS(=O)(=O)C1=C(C=CC(=C1)F)F)F (N-{5-[5-(2-chloro-4-pyrimidinyl)-2-(1-methylethyl)-1,3-thiazol-4-yl]-2-fluorophenyl}-2,5-difluorobenzenesulfonamide), C(C)(=O)N1CCC(CC1)N (1-acetyl-4-piperidinamine). Run in C1CCOC1 (THF). Product: C(C)(=O)N1CCC(CC1)NC1=NC=CC(=N1)C1=C(N=C(S1)C(C)C)C=1C=CC(=C(C1)NS(=O)(=O)C1=C(C=CC(=C1)F)F)F (N-{5-[5-{2-[(1-Acetyl-4-piperidinyl)amino]-4-pyrimidinyl}-2-(1-methylethyl)-1,3-thiazol-4-yl]-2-fluorophenyl}-2,5-difluorobenzenesulfonamide). RXN SMILES: Cl[C:2]1[N:7]=[C:6]([C:8]2[S:12][C:11]([CH:13]([CH3:15])[CH3:14])=[N:10][C:9]=2[C:16]2[CH:17]=[CH:18][C:19]([F:34])=[C:20]([NH:22][S:23]([C:26]3[CH:31]=[C:30]([F:32])[CH:29]=[CH:28][C:27]=3[F:33])(=[O:25])=[O:24])[CH:21]=2)[CH:5]=[CH:4][N:3]=1.[C:35]([N:38]1[CH2:43][CH2:42][CH:41]([NH2:44])[CH2:40][CH2:39]1)(=[O:37])[CH3:36]>C1COCC1>[C:35]([N:38]1[CH2:43][CH2:42][CH:41]([NH:44][C:2]2[N:7]=[C:6]([C:8]3[S:12][C:11]([CH:13]([CH3:14])[CH3:15])=[N:10][C:9]=3[C:16]3[CH:17]=[CH:18][C:19]([F:34])=[C:20]([NH:22][S:23]([C:26]4[CH:31]=[C:30]([F:32])[CH:29]=[CH:28][C:27]=4[F:33])(=[O:24])=[O:25])[CH:21]=3)[CH:5]=[CH:4][N:3]=2)[CH2:40][CH2:39]1)(=[O:37])[CH3:36]. Procedure details: Following a procedure analogous to the procedure described in Example 1 using N-{5-[5-(2-chloro-4-pyrimidinyl)-2-(1-methylethyl)-1,3-thiazol-4-yl]-2-fluorophenyl}-2,5-difluorobenzenesulfonamide (0.10 g, 0.19 mmol) and 1-acetyl-4-piperidinamine (0.27 g, 1.9 mmol) in THF (1 mL) the title compound was obtained as an off-white solid (0.075 g, 0.12 mmol, 62% yield). 1H NMR (400 MHz, DMSO-d6) δ ppm 10.82 (s, 1H), 8.12 (d, J=5.0 Hz, 1H), 7.68-7.43 (m, 3H), 7.44-7.17 (m, 5H), 4.33-4.18 (m, 1H), 3.83-3.7... Reaction SMILES: [S-2:1].[Na+].[Na+].[S].Cl[CH2:6][CH2:7][CH2:8][Si:9]([O:16][CH2:17][CH3:18])([O:13][CH2:14][CH3:15])[O:10][CH2:11][CH3:12]>C(O)C>[CH2:11]([O:10][Si:9]([CH2:8][CH2:7][CH2:6][S:1][S:1][CH2:6][CH2:7][CH2:8][Si:9]([O:16][CH2:17][CH3:18])([O:10][CH2:11][CH3:12])[O:13][CH2:14][CH3:15])([O:16][CH2:17][CH3:18])[O:13][CH2:14][CH3:15])[CH3:12] |f:0.1.2,^3:3|. Solvent: C(C)O (ethanol). Reaction conditions: temperature 50 celsius, time 1.5 hour. Starting materials: [S] (sulfur), [S-2].[Na+].[Na+] (sodium sulfide), [S-2].[Na+].[Na+] (sodium sulfide), [S-2].[Na+].[Na+] (sodium sulfide), ClCCC[Si](OCC)(OCC)OCC (3-chloropropyltriethoxysilane), [S-2].[Na+].[Na+] (sodium sulfide). Procedure details: 17.8 kg of virtually anhydrous sodium sulfide are mixed with 190 l of ethanol and added to an enameled 500 l capacity reactor. This is followed by the addition through a fine nozzle of 13.85 kg of sulfur in molten form. The mixture is heated to 50° C. and 190 l of 3-chloropropyltriethoxysilane are metered in within 10 minutes. On account of the exothermic reaction the temperature of the reactor contents rises to 74° C. A further 4.45 kg of virtually anhydrous sodium sulfide are added at this tem... The product is C(C)O[Si](OCC)(OCC)CCCSSCCC[Si](OCC)(OCC)OCC (bis(triethoxysilylpropyl)disulfane). Reactants: C(C(=O)C)O[C@@H]1[C@H](C(N1C(C(=O)OC(C1=CC=CC=C1)C1=CC=CC=C1)=C(C)C)=O)NC(CC1=CC=CC=C1)=O (diphenylmethyl α-[4(R)-acetonyloxy-3(R)-phenylacetamido-2-oxo-azetidin-1-yl]-α-isopropylideneacetate), O=O (oxygen). Solvent: C(Cl)Cl (methylene chloride). Reaction conditions: temperature -78 celsius, time 30 minute. The product is C(C(=O)C)O[C@@H]1[C@H](C(N1C(C(=O)OC(C1=CC=CC=C1)C1=CC=CC=C1)=O)=O)NC(CC1=CC=CC=C1)=O (Diphenylmethyl α-[4(R)-acetonyloxy-3(R)phenylacetamido-2-oxo-azetidin-1-yl]glyoxalate). Reaction SMILES: [CH2:1]([O:5][C@H:6]1[N:9]([C:10](=C(C)C)[C:11]([O:13][CH:14]([C:21]2[CH:26]=[CH:25][CH:24]=[CH:23][CH:22]=2)[C:15]2[CH:20]=[CH:19][CH:18]=[CH:17][CH:16]=2)=[O:12])[C:8](=[O:30])[C@@H:7]1[NH:31][C:32](=[O:40])[CH2:33][C:34]1[CH:39]=[CH:38][CH:37]=[CH:36][CH:35]=1)[C:2]([CH3:4])=[O:3].[O:41]=O>C(Cl)Cl>[CH2:1]([O:5][C@H:6]1[N:9]([C:10](=[O:41])[C:11]([O:13][CH:14]([C:21]2[CH:26]=[CH:25][CH:24]=[CH:23][CH:22]=2)[C:15]2[CH:20]=[CH:19][CH:18]=[CH:17][CH:16]=2)=[O:12])[C:8](=[O:30])[C@@H:7]1[NH:31][C:32](=[O:40])[CH2:33][C:34]1[CH:39]=[CH:38][CH:37]=[CH:36][CH:35]=1)[C:2]([CH3:4])=[O:3]. Procedure details: To a solution of diphenylmethyl α-[4(R)-acetonyloxy-3(R)-phenylacetamido-2-oxo-azetidin-1-yl]-α-isopropylideneacetate (2.342 g; 4.33 mmoles) in methylene chloride (40 ml) is introduced ozonized oxygen for 25 minutes at -78° C. Excess ozone is purged with nigrogen gas, and the mixture is mixed with dimethyl sulfide (3 ml), and stirred at -78° C. for 30 minutes, and at room temperature for 30 minutes. The reaction mixture is mixed with three drops of acetic acid, washed with water, dried over sodi... Starting materials: N#CCBr, CN(C)C=O, O=C(c1ccc2[nH]c(C(=O)N3CCS(=O)(=O)CC3)cc2c1)N1CCN(C2CCC2)CC1, [H-], [Na+]. Yields the product N#CCn1c(C(=O)N2CCS(=O)(=O)CC2)cc2cc(C(=O)N3CCN(C4CCC4)CC3)ccc21. Reaction SMILES: [Br:34][CH2:35][C:36]#[N:37].[CH3:38][N:39]([CH3:40])[CH:41]=[O:42].[CH:1]1([N:5]2[CH2:6][CH2:7][N:8]([C:11](=[O:12])[c:13]3[cH:14][c:15]4[cH:16][c:17]([C:22](=[O:23])[N:24]5[CH2:25][CH2:26][S:27](=[O:30])(=[O:31])[CH2:28][CH2:29]5)[nH:18][c:19]4[cH:20][cH:21]3)[CH2:9][CH2:10]2)[CH2:2][CH2:3][CH2:4]1.[H-:32].[Na+:33]>>[CH:1]1([N:5]2[CH2:6][CH2:7][N:8]([C:11](=[O:12])[c:13]3[cH:14][c:15]4[cH:16][c:17]([C:22](=[O:23])[N:24]5[CH2:25][CH2:26][S:27](=[O:30])(=[O:31])[CH2:28][CH2:29]5)[n:18]([CH2:35][C:36]#[N:37])[c:19]4[cH:20][cH:21]3)[CH2:9][CH2:10]2)[CH2:2][CH2:3][CH2:4]1.